Task: describe an organic reaction: reactants, conditions, products, and yield. Dataset: the Open Reaction Database (ORD), a public repository of structured organic reaction records The reactants are C[C@]12CC[C@H]3[C@H]([C@@H]1CC[C@@H]2O)CCC4=CC(=O)CC[C@]34CO (19-Hydroxytestosterone), OC[C@]12CCC(C=C1CC[C@H]1[C@@H]3CCC([C@@]3(C)CC[C@H]21)=O)=O (19-hydroxyandrost-4-en-3,17-dione), [BH4-].[K+] (potassium borohydride). Solvent: C(C)O (ethanol). Product: C[C@@]12C(CC[C@H]1[C@@H]1CCC3=CC(CC[C@]3(CO)[C@H]1CC2)=O)O (Androst-4-en-17,19-diol-3-one). Reaction SMILES: [CH3:1][C@@:2]12[C@@H:10]([OH:11])[CH2:9][CH2:8][C@H:7]1[C@@H:6]1[CH2:12][CH2:13][C:14]3[C@@:20]([CH2:21][OH:22])([C@H:5]1[CH2:4][CH2:3]2)[CH2:19][CH2:18][C:16](=[O:17])[CH:15]=3.OC[C@@]12[C@@H]3[C@H]([C@H]4[C@@](CC3)(C)C(=O)CC4)CCC1=CC(=O)CC2.[BH4-].[K+]>C(O)C>[CH3:1][C@:2]12[CH2:3][CH2:4][C@H:5]3[C@@H:6]([CH2:12][CH2:13][C:14]4[C@:20]3([CH2:21][OH:22])[CH2:19][CH2:18][C:16](=[O:17])[CH:15]=4)[C@@H:7]1[CH2:8][CH2:9][CH:10]2[OH:11] |f:2.3|. Procedure: Also known as 19-Hydroxytestosterone, this compound is commercially available from Steraloids, Inc. Alternatively, 19-hydroxyandrost-4-en-3,17-dione (11) is treated with potassium borohydride (KBH4, a) in ethanol at -10° to 0° C. Aqueous work up is followed by extraction and purification to yield 19-hydroxytestosterone (12). Starting materials: ClC1=CC(=NC2=CC=C(C=C12)O)N1CCS(C2=C(C1)C=CC=C2)(=O)=O (4-chloro-2-(1,1-dioxido-2,3-dihydro-1,4-benzothiazepin-4(5H)-yl)quinolin-6-ol), BrCCOC (1-bromo-2-methoxyethane), C(CCN)N (propane-1,3-diamine). The product is O=S1(CCN(CC2=C1C=CC=C2)C2=NC1=CC=C(C=C1C(=C2)NCCCN)OCCOC)=O (N-[2-(1,1-Dioxido-2,3-dihydro-1,4-benzothiazepin-4(5H)-yl)-6-(2-methoxyethoxy)quinolin-4-yl]propane-1,3-diamine). RXN SMILES: Cl[C:2]1[C:11]2[C:6](=[CH:7][CH:8]=[C:9]([OH:12])[CH:10]=2)[N:5]=[C:4]([N:13]2[CH2:19][C:18]3[CH:20]=[CH:21][CH:22]=[CH:23][C:17]=3[S:16](=[O:25])(=[O:24])[CH2:15][CH2:14]2)[CH:3]=1.Br[CH2:27][CH2:28][O:29][CH3:30].[CH2:31]([NH2:35])[CH2:32][CH2:33][NH2:34]>>[O:24]=[S:16]1(=[O:25])[C:17]2[CH:23]=[CH:22][CH:21]=[CH:20][C:18]=2[CH2:19][N:13]([C:4]2[CH:3]=[C:2]([NH:34][CH2:33][CH2:32][CH2:31][NH2:35])[C:11]3[C:6](=[CH:7][CH:8]=[C:9]([O:12][CH2:27][CH2:28][O:29][CH3:30])[CH:10]=3)[N:5]=2)[CH2:14][CH2:15]1. Procedure: The title compound was prepared in analogy to Example 30-1 by using 4-chloro-2-(1,1-dioxido-2,3-dihydro-1,4-benzothiazepin-4(5H)-yl)quinolin-6-ol (prepared in analogy to the one in Example 29), 1-bromo-2-methoxyethane and propane-1,3-diamine. MS obsd. (ESI+) [(M+H)+] 471, 1H NMR (400 MHz, CD3OD) δ ppm 8.10-8.05 (d, J=8 Hz, 1 H), 7.90-7.83 (d, J=7.6 Hz, 1 H), 7.77-7.68 (q, J=9.2 Hz, 2 H), 7.60-7.52 (m, 2 H), 7.42-7.36 (m, 1 H), 5.95 (s, 1 H), 5.30 (s, 2 H), 4.56-4.45 (m, 2 H), 4.22-4.18 (t, J=2.8...